This data is from the Open Reaction Database (ORD), a public repository of structured organic reaction records. The task is: describe an organic reaction: reactants, conditions, products, and yield Starting materials: NC(=C(C(N)=S)C#N)OC(C)C (3-amino-2-cyano-3-isopropoxy-2-propenethioamide), OO (hydrogen peroxide). Solvent: C(C)(C)O (isopropanol). Yields the product NC1=C(C(=NS1)OC(C)C)C#N (5-amino-4-cyano-3-isopropoxyisothiazole). The yield is 89.1%. Reaction SMILES: [NH2:1][C:2]([O:9][CH:10]([CH3:12])[CH3:11])=[C:3]([C:7]#[N:8])[C:4](=[S:6])[NH2:5].OO>C(O)(C)C>[NH2:5][C:4]1[S:6][N:1]=[C:2]([O:9][CH:10]([CH3:12])[CH3:11])[C:3]=1[C:7]#[N:8]. Procedure: In the manner of Example V C, 123 g of 3-amino-2-cyano-3-isopropoxy-2-propenethioamide in 500 ml of isopropanol were treated with 80 ml of 30% hydrogen peroxide (22.6 g of active H2O2). The residue from the reaction was recrystallized from toluene to yield 108.4 g of 5-amino-4-cyano-3-isopropoxyisothiazole, mp 146°-148°. The nmr and ir spectra were consistent with the assigned structure. Starting materials: [C@H]1(CC[C@H](CC1)N)N (trans-1,4-cyclohexane diamine), C(C)OC=1C=C(C=O)C=CC1OCC (3,4-diethoxybenzaldehyde). Product: C(C)OC=1C=C(CN[C@@H]2CC[C@H](CC2)NCC2=CC(=C(C=C2)OCC)OCC)C=CC1OCC (trans-N,N'-bis(3,4-diethoxybenzyl)-1,4-diaminocyclohexane). The yield is 47.0%. As a reaction SMILES: [C@H:1]1([NH2:8])[CH2:6][CH2:5][C@H:4]([NH2:7])[CH2:3][CH2:2]1.[CH2:9]([O:11][C:12]1[CH:13]=[C:14]([CH:17]=[CH:18][C:19]=1[O:20][CH2:21][CH3:22])[CH:15]=O)[CH3:10]>>[CH2:9]([O:11][C:12]1[CH:13]=[C:14]([CH:17]=[CH:18][C:19]=1[O:20][CH2:21][CH3:22])[CH2:15][NH:7][C@H:4]1[CH2:5][CH2:6][C@H:1]([NH:8][CH2:15][C:14]2[CH:17]=[CH:18][C:19]([O:20][CH2:21][CH3:22])=[C:12]([O:11][CH2:9][CH3:10])[CH:13]=2)[CH2:2][CH2:3]1)[CH3:10]. Procedure: The title compound was prepared by a similar way as in Preparation Example 1, except that trans-1,4-cyclohexane diamine was used instead of trans-1,2-cyclohexane diamine and 3,4-diethoxybenzaldehyde was used instead of veratraldehyde.